Dataset: the Open Reaction Database (ORD), a public repository of structured organic reaction records. Task: describe an organic reaction: reactants, conditions, products, and yield Starting materials: C(C)S(=O)(=O)C1=NC2=CC(=CC=C2C=N1)OC1CCN(CC1)C(=O)OC(C)(C)C (tert-butyl 4-(2-(ethylsulfonyl) quinazolin-7-yloxy)piperidine-1-carboxylate), NC1=CC2=C(NC(N2)=O)C=C1 (5-amino-1,3-dihydro-benzimidazole-2-one). Solvent: C(C)#N (acetonitrile). Yields the product O=C1NC2=C(N1)C=CC(=C2)NC2=NC1=CC(=CC=C1C=N2)OC2CCN(CC2)C(=O)OC(C)(C)C (tert-butyl 4-(2-(2-oxo-2,3-dihydro-1H-benzo[d]imidazol-5-ylamino) quinazolin-7-yloxy)piperidine-1-carboxylate). Isolated yield 50.0%. Reaction SMILES: C(S([C:6]1[N:15]=[CH:14][C:13]2[C:8](=[CH:9][C:10]([O:16][CH:17]3[CH2:22][CH2:21][N:20]([C:23]([O:25][C:26]([CH3:29])([CH3:28])[CH3:27])=[O:24])[CH2:19][CH2:18]3)=[CH:11][CH:12]=2)[N:7]=1)(=O)=O)C.[NH2:30][C:31]1[CH:40]=[CH:39][C:34]2[NH:35][C:36](=[O:38])[NH:37][C:33]=2[CH:32]=1>C(#N)C>[O:38]=[C:36]1[NH:35][C:34]2[CH:39]=[CH:40][C:31]([NH:30][C:6]3[N:15]=[CH:14][C:13]4[C:8](=[CH:9][C:10]([O:16][CH:17]5[CH2:22][CH2:21][N:20]([C:23]([O:25][C:26]([CH3:27])([CH3:28])[CH3:29])=[O:24])[CH2:19][CH2:18]5)=[CH:11][CH:12]=4)[N:7]=3)=[CH:32][C:33]=2[NH:37]1. Reported procedure: A solution of tert-butyl 4-(2-(ethylsulfonyl) quinazolin-7-yloxy)piperidine-1-carboxylate (1 eq) and 5-amino-1,3-dihydro-benzimidazole-2-one (5 eq) in acetonitrile was heated in sealed tube at 110° C. for 48 h. The product was filtered, washed and dried. A brown solid, yield 50%. ES/MS m/z 477.5 (MH+).